Dataset: the Open Reaction Database (ORD), a public repository of structured organic reaction records. Task: describe an organic reaction: reactants, conditions, products, and yield Starting materials: CO, COC(=O)CCCCl, [I-], [Na+], [Na], COC(=O)CS. The product is COC(=O)CCCSCC(=O)OC. Reaction SMILES: [CH3:18][OH:19].[Cl:10][CH2:11][CH2:12][CH2:13][C:14](=[O:15])[O:16][CH3:17].[I-:8].[Na+:9].[Na:1].[SH:2][CH2:3][C:4](=[O:5])[O:6][CH3:7]>>[S:2]([CH2:3][C:4](=[O:5])[O:6][CH3:7])[CH2:11][CH2:12][CH2:13][C:14](=[O:15])[O:16][CH3:17]. Reactants: O=C([C@H](O)[C@@H](O)[C@H](O)CO)[O-] (xylonate), C([C@H](O)[C@@H](O)[C@H](O)CO)O (xylitol), C(C)(=O)[O-] (acetate). Run in OCC(O)CO (glycerol). The product is O=C([C@H](O)[C@@H](O)[C@H](O)CO)O (Xylonic Acid). Reaction SMILES: [O:1]=[C:2]([O-:11])[C@@H:3]([C@H:5]([C@@H:7]([CH2:9][OH:10])[OH:8])[OH:6])[OH:4].C(O)[C@@H]([C@H]([C@@H](CO)O)O)O.C([O-])(=O)C>OCC(CO)O>[O:1]=[C:2]([OH:11])[C@@H:3]([C@H:5]([C@@H:7]([CH2:9][OH:10])[OH:8])[OH:6])[OH:4]. Reported procedure: In addition to xylonate, xylitol, glycerol and acetate were also produced. Glycerol and acetate were subsequently consumed, but the xylitol was not. Starting materials: O=C([O-])[O-], CCI, [K+], [K+], CN(C)C=O, O, O=Cc1cccc(O)c1O. Yields the product CCOc1c(O)cccc1C=O. Reaction SMILES: [C:11](=[O:12])([O-:13])[O-:14].[I:17][CH2:18][CH3:19].[K+:15].[K+:16].[O:21]=[CH:22][N:23]([CH3:24])[CH3:25].[OH2:20].[OH:1][c:2]1[c:3]([CH:4]=[O:5])[cH:6][cH:7][cH:8][c:9]1[OH:10]>>[O:1]([c:2]1[c:3]([CH:4]=[O:5])[cH:6][cH:7][cH:8][c:9]1[OH:10])[CH2:18][CH3:19].